From a dataset of the Open Reaction Database (ORD), a public repository of structured organic reaction records. describe an organic reaction: reactants, conditions, products, and yield Reactants: ICC (iodoethane), [H-].[Na+] (sodium hydride), IC1=NNC=C1C(=O)OCC (ethyl 3-iodo-1H-pyrazole-4-carboxylate). Solvent: O1CCCC1 (tetrahydrofuran), O1CCCC1 (tetrahydrofuran), O1CCCC1 (tetrahydrofuran), [Cl-].[Na+].O (brine). Reaction conditions: temperature -45 celsius, time 4 hour. Product: C(C)N1N=C(C(=C1)C(=O)OCC)I (Ethyl 1-ethyl-3-iodo-1H-pyrazole-4-carboxylate). RXN SMILES: [H-].[Na+].[I:3][C:4]1[C:8]([C:9]([O:11][CH2:12][CH3:13])=[O:10])=[CH:7][NH:6][N:5]=1.I[CH2:15][CH3:16]>O1CCCC1.[Cl-].[Na+].O>[CH2:15]([N:6]1[CH:7]=[C:8]([C:9]([O:11][CH2:12][CH3:13])=[O:10])[C:4]([I:3])=[N:5]1)[CH3:16] |f:0.1,5.6.7|. Procedure: A 500 mL flask was charged with the sodium hydride (0.584 g, 14.61 mmol) and tetrahydrofuran (100 mL). To the resulting suspension was added a solution of EXAMPLE 59A (3.11 g, 11.69 mmol) in tetrahydrofuran (50 mL) dropwise over about 20 minutes and the reaction was stirred for 4 hours under nitrogen. The reaction mixture was cooled to −45° C. and a solution of iodoethane (3.77 mL, 46.8 mmol) in tetrahydrofuran (20 ml) was added dropwise over 20 minutes. The reaction mixture was allowed to come ... Starting materials: COC1=C(C(=CC=C1)OC)CCC(F)(F)F (1,3-dimethoxy-2-(3,3,3-trifluoropropyl)-benzene). Solvent: C(Cl)Cl (methylene chloride). Conditions: time 6 hour. The product is FC(CCC1=C(O)C=CC=C1O)(F)F (2-(3,3,3-Trifluoropropyl)-resorcinol). The yield is 100.0%. As a reaction SMILES: C[O:2][C:3]1[CH:8]=[CH:7][CH:6]=[C:5]([O:9]C)[C:4]=1[CH2:11][CH2:12][C:13]([F:16])([F:15])[F:14]>C(Cl)Cl>[F:14][C:13]([F:15])([F:16])[CH2:12][CH2:11][C:4]1[C:5]([OH:9])=[CH:6][CH:7]=[CH:8][C:3]=1[OH:2]. Procedure: 30.5 g (0.13 mole) of 1,3-dimethoxy-2-(3,3,3-trifluoropropyl)-benzene in 275 ml of methylene chloride are introduced into a 1.5 l sulfonating flask with a thermometer, bubble counter, dropping funnel with cooling jacket and argon connection and cooled to -75°. 340 ml of a precooled 1 molar solution of boron tribromide in methylene chloride are now added dropwise such that the reaction temperature does not rise above -70° (about 90 minutes). After subsequently stirring at room temperature for 6 h...